Task: describe an organic reaction: reactants, conditions, products, and yield. Dataset: the Open Reaction Database (ORD), a public repository of structured organic reaction records Reactants: NC=1C2=C(C(=NC1)N=CN(C)C)C(=CS2)C2=CC(=C(C=C2)NC(=O)C=2N(C1=CC=CC=C1C2)C)OC (N-[4-(7-amino-4-{[(dimethylamino)methylene]amino}thieno[3,2-c]pyridin-3-yl)-2-methoxyphenyl]-1-methyl-1H-indole-2-carboxamide), S1C(=CC=C1)S(=O)(=O)Cl (2-thiophenesulfonyl chloride). The product is NC1=NC=C(C2=C1C(=CS2)C2=CC(=C(C=C2)NC(=O)C=2N(C1=CC=CC=C1C2)C)OC)NS(=O)(=O)C=2SC=CC2 (N-(4-{4-amino-7-[(thien-2-ylsulfonyl)amino]thieno[3,2-c]pyridin-3-yl}-2-methoxyphenyl)-1-methyl-1H-indole-2-carboxamide). Procedure: The title compound was prepared using N-[4-(7-amino-4-{[(dimethylamino)methylene]amino}thieno[3,2-c]pyridin-3-yl)-2-methoxyphenyl]-1-methyl-1H-indole-2-carboxamide and 2-thiophenesulfonyl chloride using General Procedure G followed by General Procedure M. 1H NMR (DMSO-d6, 400 MHz) δ 9.70 (br, 1H), 9.49 (s, 1H), 7.97 (d, 1H), 7.80 (m, 1H), 7.70 (d, 1H), 7.58 (d, 1H), 7.47 (s, 1H), 7.40 (m, 1H), 7.37 (s, 1H), 7.34 (m, 2H), 7.17 (s 1H), 7.14 (d, 1H), 7.07 (m, 2H), 5.35 (br, 2H), 4.03 (s, 3H), 3.90 ... RXN SMILES: [NH2:1][C:2]1[C:3]2[S:15][CH:14]=[C:13]([C:16]3[CH:21]=[CH:20][C:19]([NH:22][C:23]([C:25]4[N:26]([CH3:34])[C:27]5[C:32]([CH:33]=4)=[CH:31][CH:30]=[CH:29][CH:28]=5)=[O:24])=[C:18]([O:35][CH3:36])[CH:17]=3)[C:4]=2[C:5]([N:8]=CN(C)C)=[N:6][CH:7]=1.[S:37]1[CH:41]=[CH:40][CH:39]=[C:38]1[S:42](Cl)(=[O:44])=[O:43]>>[NH2:8][C:5]1[C:4]2[C:13]([C:16]3[CH:21]=[CH:20][C:19]([NH:22][C:23]([C:25]4[N:26]([CH3:34])[C:27]5[C:32]([CH:33]=4)=[CH:31][CH:30]=[CH:29][CH:28]=5)=[O:24])=[C:18]([O:35][CH3:36])[CH:17]=3)=[CH:14][S:15][C:3]=2[C:2]([NH:1][S:42]([C:38]2[S:37][CH:41]=[CH:40][CH:39]=2)(=[O:44])=[O:43])=[CH:7][N:6]=1.